From a dataset of the Open Reaction Database (ORD), a public repository of structured organic reaction records. describe an organic reaction: reactants, conditions, products, and yield The reactants are ClC1=NC(=NC=2N1N=C(C2C2=CC=C(C=C2)Cl)C2=C(C=CC=C2)Cl)C (4-chloro-7-(2-chlorophenyl)-8-(4-chlorophenyl)-2-methylpyrazolo[1,5-a][1,3,5]triazine), C(CCC)[Sn](C(=C)OCC)(CCCC)CCCC (tributyl(1-ethoxyvinyl)tin). The reagents and catalysts are C=1C=CC(=CC1)[P](C=2C=CC=CC2)(C=3C=CC=CC3)[Pd]([P](C=4C=CC=CC4)(C=5C=CC=CC5)C=6C=CC=CC6)([P](C=7C=CC=CC7)(C=8C=CC=CC8)C=9C=CC=CC9)[P](C=1C=CC=CC1)(C=1C=CC=CC1)C=1C=CC=CC1 (tetrakis(triphenylphosphine)palladium(0)). The solvent is CN(C)C=O (DMF), CN(C)C=O (DMF). Conditions: temperature 100 celsius. Yields the product ClC1=C(C=CC=C1)C1=NN2C(N=C(N=C2C(=C)OCC)C)=C1C1=CC=C(C=C1)Cl (7-(2-Chlorophenyl)-8-(4-chlorophenyl)-4-(1-ethoxyvinyl)-2-methylpyrazolo[1,5-a][1,3,5]triazine). Yield: 48.5%. As a reaction SMILES: Cl[C:2]1[N:7]2[N:8]=[C:9]([C:18]3[CH:23]=[CH:22][CH:21]=[CH:20][C:19]=3[Cl:24])[C:10]([C:11]3[CH:16]=[CH:15][C:14]([Cl:17])=[CH:13][CH:12]=3)=[C:6]2[N:5]=[C:4]([CH3:25])[N:3]=1.C([Sn](CCCC)(CCCC)[C:31]([O:33][CH2:34][CH3:35])=[CH2:32])CCC>CN(C=O)C.C1C=CC([P]([Pd]([P](C2C=CC=CC=2)(C2C=CC=CC=2)C2C=CC=CC=2)([P](C2C=CC=CC=2)(C2C=CC=CC=2)C2C=CC=CC=2)[P](C2C=CC=CC=2)(C2C=CC=CC=2)C2C=CC=CC=2)(C2C=CC=CC=2)C2C=CC=CC=2)=CC=1>[Cl:24][C:19]1[CH:20]=[CH:21][CH:22]=[CH:23][C:18]=1[C:9]1[C:10]([C:11]2[CH:16]=[CH:15][C:14]([Cl:17])=[CH:13][CH:12]=2)=[C:6]2[N:5]=[C:4]([CH3:25])[N:3]=[C:2]([C:31]([O:33][CH2:34][CH3:35])=[CH2:32])[N:7]2[N:8]=1 |^1:52,54,73,92|. Procedure details: To a mixture of 4-chloro-7-(2-chlorophenyl)-8-(4-chlorophenyl)-2-methylpyrazolo[1,5-a][1,3,5]triazine (I-2A-1b; 100 mg, 0.257 mmol) and tetrakis(triphenylphosphine)palladium(0) (15 mg, 0.013 mmol) in DMF (0.8 ml) was added tributyl(1-ethoxyvinyl)tin (130 mg, 0.36 mmol) in DMF (1.5 ml). The reaction was degassed (3×) by pulling a vacuum and refilling with nitrogen. After heating at 100° C. for 1 hour under nitrogen, the reaction was cooled and then extracted from water with ethyl acetate. The org... Reactants: O[C@@H](CN[C@@H](CC=1C=C(C(=O)OC)C=CC1)C)C1=CC(=C(C=C1)O)CO (methyl 3-[(2R)-2-({(2R)-2-hydroxy-2-[4-hydroxy-3-(hydroxymethyl)phenyl]ethyl}amino)propyl]benzoate), [OH-].[Li+] (lithium hydroxide), Cl (hydrochloric acid). Solvent: O1CCCC1 (tetrahydrofuran). Reaction conditions: time 18 hour. Yields the product O[C@@H](CN[C@@H](CC=1C=C(C(=O)O)C=CC1)C)C1=CC(=C(C=C1)O)CO (3-[(2R)-2-({(2R)-2-hydroxy-2-[4-hydroxy-3-(hydroxymethyl)phenyl]ethyl}amino)propyl]benzoic acid). Yield: 119.3%. As a reaction SMILES: [OH:1][C@H:2]([C:18]1[CH:23]=[CH:22][C:21]([OH:24])=[C:20]([CH2:25][OH:26])[CH:19]=1)[CH2:3][NH:4][C@H:5]([CH3:17])[CH2:6][C:7]1[CH:8]=[C:9]([CH:14]=[CH:15][CH:16]=1)[C:10]([O:12]C)=[O:11].[OH-].[Li+].Cl>O1CCCC1>[OH:1][C@H:2]([C:18]1[CH:23]=[CH:22][C:21]([OH:24])=[C:20]([CH2:25][OH:26])[CH:19]=1)[CH2:3][NH:4][C@H:5]([CH3:17])[CH2:6][C:7]1[CH:8]=[C:9]([CH:14]=[CH:15][CH:16]=1)[C:10]([OH:12])=[O:11] |f:1.2|. Procedure: To a solution of methyl 3-[(2R)-2-({(2R)-2-hydroxy-2-[4-hydroxy-3-(hydroxymethyl)phenyl]ethyl}amino)propyl]benzoate (Preparation 60) (5.12 g, 14.24 mmol) in tetrahydrofuran (35 ml), was added aqueous lithium hydroxide solution (1M, 29 ml, 29 mmol) and the solution left to stir at room temperature for 18 hours. Aqueous hydrochloric acid (1M, 29 ml, 29 mmol) was added and the tetrahydrofuran/water removed in vacuo to give the title compound as an off-white solid (5.87 g) that was used without furt...